From a dataset of the Open Reaction Database (ORD), a public repository of structured organic reaction records. describe an organic reaction: reactants, conditions, products, and yield Reactants: CC1CNCC=2NC3=CC=CC=C3C12 (4-methyl-2,3,4,9-tetrahydro-1H-β-carboline). Reagents/catalysts: [Pd] (Pd). Solvent: xylenes. Run at temperature 160 celsius, time 24 hour. The product is CC1=CN=CC=2NC3=CC=CC=C3C12 (4-methyl-9H-β-carboline). Yield: 98.5%. As a reaction SMILES: [CH3:1][CH:2]1[C:14]2[C:13]3[C:8](=[CH:9][CH:10]=[CH:11][CH:12]=3)[NH:7][C:6]=2[CH2:5][NH:4][CH2:3]1>[Pd]>[CH3:1][C:2]1[C:14]2[C:13]3[C:8](=[CH:9][CH:10]=[CH:11][CH:12]=3)[NH:7][C:6]=2[CH:5]=[N:4][CH:3]=1. Procedure: 4-methyl-2,3,4,9-tetrahydro-1H-β-carboline (214 mg, 1.17 mmol) was suspended in xylenes (10 ml). Pd (10% wt. on carbon, 21 mg) catalyst was added thereto and the reaction mixture was stirred at 160° C. for 24 hours, then cooled to RT and filtered through celite. The filtrate was concentrated to dryness to give 4-methyl-9H-β-carboline (210 mg). Reactants: CCC(CC)(c1ccc(O)c(C)c1)c1ccc(C#C[Si](C)(C)C)c(C)c1, CCCC[N+](CCCC)(CCCC)CCCC, [F-], C1CCOC1. Yields the product C#Cc1ccc(C(CC)(CC)c2ccc(O)c(C)c2)cc1C. Reaction SMILES: [CH2:19]([CH3:20])[C:21]([CH2:22][CH3:23])([c:24]1[cH:25][c:26]([CH3:36])[c:27]([C:30]#[C:31][Si:32]([CH3:33])([CH3:34])[CH3:35])[cH:28][cH:29]1)[c:37]1[cH:38][c:39]([CH3:44])[c:40]([OH:43])[cH:41][cH:42]1.[CH3:2][CH2:3][CH2:4][CH2:5][N+:6]([CH2:7][CH2:8][CH2:9][CH3:10])([CH2:11][CH2:12][CH2:13][CH3:14])[CH2:15][CH2:16][CH2:17][CH3:18].[F-:1].[O:45]1[CH2:46][CH2:47][CH2:48][CH2:49]1>>[CH2:19]([CH3:20])[C:21]([CH2:22][CH3:23])([c:24]1[cH:25][c:26]([CH3:36])[c:27]([C:30]#[CH:31])[cH:28][cH:29]1)[c:37]1[cH:38][c:39]([CH3:44])[c:40]([OH:43])[cH:41][cH:42]1. Reactants: CCCOC(C)=O, CC(C)O, O=C[O-], O=[N+]([O-])c1cc(F)ccc1O, [K+], O. Yields the product Nc1cc(F)ccc1O. As a reaction SMILES: [C:20]([O:21][CH2:22][CH2:23][CH3:24])(=[O:25])[CH3:26].[CH:12]([OH:13])([CH3:14])[CH3:15].[CH:16]([O-:17])=[O:18].[F:1][c:2]1[cH:3][c:4]([N+:9]([O-:10])=[O:11])[c:5]([OH:8])[cH:6][cH:7]1.[K+:19].[OH2:27]>>[F:1][c:2]1[cH:3][c:4]([NH2:9])[c:5]([OH:8])[cH:6][cH:7]1. The reactants are FC(C1=C(CBr)C=CC=C1)(F)F (2-Trifluoromethylbenzyl bromide), C([O-])([O-])=O.[K+].[K+] (potassium carbonate), FC(C1=C(CBr)C=CC=C1)(F)F (2-trifluoromethylbenzyl bromide), C(C)N(CCN1C(NC2=C1C=C(C=C2C(F)(F)F)C#N)=O)CC (3-[2-(diethylamino)ethyl]-2-oxo-7-(trifluoromethyl)-2,3-dihydro-1H-benzimidazole-5-carbonitrile), FC(C1=C(CBr)C=CC=C1)(F)F (2-trifluoromethylbenzyl bromide), C([O-])([O-])=O.[K+].[K+] (potassium carbonate). Solvent: CN(C=O)C (N,N-dimethylformamide). Conditions: temperature 80 celsius. Yields the product C(C)N(CCN1C(N(C2=C1C=C(C=C2C(F)(F)F)C#N)CC2=C(C=CC=C2)C(F)(F)F)=O)CC (3-[2-(diethylamino)ethyl]-2-oxo-7-(trifluoromethyl)-1-[2-(trifluoromethyl)benzyl]-2,3-dihydro-1H-benzimidazole-5-carbonitrile). Yield: 9.9%. As a reaction SMILES: [CH2:1]([N:3]([CH2:22][CH3:23])[CH2:4][CH2:5][N:6]1[C:10]2[CH:11]=[C:12]([C:19]#[N:20])[CH:13]=[C:14]([C:15]([F:18])([F:17])[F:16])[C:9]=2[NH:8][C:7]1=[O:21])[CH3:2].[F:24][C:25]([F:35])([F:34])[C:26]1[CH:33]=[CH:32][CH:31]=[CH:30][C:27]=1[CH2:28]Br.C(=O)([O-])[O-].[K+].[K+]>CN(C)C=O>[CH2:22]([N:3]([CH2:1][CH3:2])[CH2:4][CH2:5][N:6]1[C:10]2[CH:11]=[C:12]([C:19]#[N:20])[CH:13]=[C:14]([C:15]([F:16])([F:17])[F:18])[C:9]=2[N:8]([CH2:28][C:27]2[CH:30]=[CH:31][CH:32]=[CH:33][C:26]=2[C:25]([F:24])([F:34])[F:35])[C:7]1=[O:21])[CH3:23] |f:2.3.4|. Procedure: A mixture of 3-[2-(diethylamino)ethyl]-2-oxo-7-(trifluoromethyl)-2,3-dihydro-1H-benzimidazole-5-carbonitrile (19.1 mg), 2-trifluoromethylbenzyl bromide (30.4 mg) and potassium carbonate (16.5 mg) in N,N-dimethylformamide (3 ml) was stirred with heating at 80° C. for 1.5 hours. To the mixture was further added 2-trifluoromethylbenzyl bromide (46.8 mg), and the mixture was stirred with heating at 80° C. for 1 hour. 2-Trifluoromethylbenzyl bromide (160.3 mg) and potassium carbonate (43.2 mg) were f... Reactants: BrCC(=O)Br (2-bromoacetyl bromide), C(C)NCC (diethylamine), C(C)(C)(C)C1=CC=C(C=C1)S(=O)(=O)NC=1C=NC(=CC1)OC (4-tert-butyl-N-(6-methoxy-pyridin-3-yl)-benzenesulfonamide). The product is C(C)(C)(C)C1=CC=C(C=C1)S(=O)(=O)N(CC(=O)N(CC)CC)C=1C=NC(=CC1)OC (2-[(4-tert-Butyl-benzenesulfonyl)-(6-methoxy-pyridin-3-yl)-amino]-N,N-diethyl-acetamide). As a reaction SMILES: Br[CH2:2][C:3](Br)=[O:4].[CH2:6]([NH:8][CH2:9][CH3:10])[CH3:7].[C:11]([C:15]1[CH:20]=[CH:19][C:18]([S:21]([NH:24][C:25]2[CH:26]=[N:27][C:28]([O:31][CH3:32])=[CH:29][CH:30]=2)(=[O:23])=[O:22])=[CH:17][CH:16]=1)([CH3:14])([CH3:13])[CH3:12]>>[C:11]([C:15]1[CH:16]=[CH:17][C:18]([S:21]([N:24]([C:25]2[CH:26]=[N:27][C:28]([O:31][CH3:32])=[CH:29][CH:30]=2)[CH2:2][C:3]([N:8]([CH2:9][CH3:10])[CH2:6][CH3:7])=[O:4])(=[O:22])=[O:23])=[CH:19][CH:20]=1)([CH3:14])([CH3:12])[CH3:13]. Procedure: prepared by reaction of 2-bromoacetyl bromide with diethylamine and 4-tert-butyl-N-(6-methoxy-pyridin-3-yl)-benzenesulfonamide Run in CS(=O)C (DMSO). Product: C(=O)C1=CC=C(C2=CC=CC=C12)OC1=NC=C(C#N)C=C1 (6-(4-Formylnaphthalen-1-yloxy)nicotinonitrile). Reactants: OC1=CC=C(C2=CC=CC=C12)C=O (4-hydroxynaphthaldehyde), ClC1=NC=C(C=C1)C#N (2-chloro-5-cyanopyridine), C(=O)([O-])[O-].[K+].[K+] (K2CO3), O (water). Conditions: temperature 80 celsius. Reported procedure: To a solution of 4-hydroxynaphthaldehyde (1.24 g, 7.2 mmol) in DMSO (8 mL) was added 2-chloro-5-cyanopyridine (1.0 g, 7.2 mmol) and K2CO3 (2.0 g, 14.5 mmol). The reaction was heated at 80° C. for 4 h. The reaction was cooled to rt and poured into water (100 mL). The resulting solid was filtered, washed with water, ether and air dried to give the title compound: RT=3.54 min; m/z (ES+)=275.0 [M+H]+. RXN SMILES: [OH:1][C:2]1[C:11]2[C:6](=[CH:7][CH:8]=[CH:9][CH:10]=2)[C:5]([CH:12]=[O:13])=[CH:4][CH:3]=1.Cl[C:15]1[CH:20]=[CH:19][C:18]([C:21]#[N:22])=[CH:17][N:16]=1.C([O-])([O-])=O.[K+].[K+].O>CS(C)=O>[CH:12]([C:5]1[C:6]2[C:11](=[CH:10][CH:9]=[CH:8][CH:7]=2)[C:2]([O:1][C:15]2[CH:20]=[CH:19][C:18]([C:21]#[N:22])=[CH:17][N:16]=2)=[CH:3][CH:4]=1)=[O:13] |f:2.3.4|. Reactants: CCCN1CC2CC(c3ccc(NS(=O)(=O)c4ccc(Br)cc4)cc3)C2C1, CCCC[Sn](CCCC)(CCCC)c1ccco1, C1CCOC1. The product is CCCN1CC2CC(c3ccc(NS(=O)(=O)c4ccc(-c5ccco5)cc4)cc3)C2C1. RXN SMILES: [Br:1][c:2]1[cH:3][cH:4][c:5]([S:8](=[O:9])(=[O:10])[NH:11][c:12]2[cH:13][cH:14][c:15]([CH:18]3[CH:19]4[CH2:20][N:21]([CH2:25][CH2:26][CH3:27])[CH2:22][CH:23]4[CH2:24]3)[cH:16][cH:17]2)[cH:6][cH:7]1.[CH2:28]([Sn:29]([CH2:30][CH2:31][CH2:32][CH3:38])([c:33]1[o:34][cH:35][cH:36][cH:37]1)[CH2:39][CH2:40][CH2:41][CH3:42])[CH2:43][CH2:44][CH3:45].[O:46]1[CH2:47][CH2:48][CH2:49][CH2:50]1>>[c:2]1(-[c:33]2[o:34][cH:35][cH:36][cH:37]2)[cH:3][cH:4][c:5]([S:8](=[O:9])(=[O:10])[NH:11][c:12]2[cH:13][cH:14][c:15]([CH:18]3[CH:19]4[CH2:20][N:21]([CH2:25][CH2:26][CH3:27])[CH2:22][CH:23]4[CH2:24]3)[cH:16][cH:17]2)[cH:6][cH:7]1.